Dataset: the Open Reaction Database (ORD), a public repository of structured organic reaction records. Task: describe an organic reaction: reactants, conditions, products, and yield Starting materials: Cc1cc(C)c(CNC(=O)c2cc(Br)cc(N(C)C3CCCC3)c2C)c(=O)[nH]1, O=C([O-])[O-], O=Cc1ccc(B(O)O)cn1, [Na+], [Na+], C1COCCO1, O, O, c1ccc(P(c2ccccc2)(c2ccccc2)[Pd](P(c2ccccc2)(c2ccccc2)c2ccccc2)(P(c2ccccc2)(c2ccccc2)c2ccccc2)P(c2ccccc2)(c2ccccc2)c2ccccc2)cc1. The product is Cc1cc(C)c(CNC(=O)c2cc(-c3ccc(C=O)nc3)cc(N(C)C3CCCC3)c2C)c(=O)[nH]1. RXN SMILES: [Br:1][c:2]1[cH:3][c:4]([N:22]([CH3:23])[CH:24]2[CH2:25][CH2:26][CH2:27][CH2:28]2)[c:5]([CH3:21])[c:6]([C:7](=[O:8])[NH:9][CH2:10][c:11]2[c:12](=[O:19])[nH:13][c:14]([CH3:18])[cH:15][c:16]2[CH3:17])[cH:20]1.[C:40](=[O:41])([O-:42])[O-:43].[CH:29](=[O:30])[c:31]1[cH:32][cH:33][c:34]([B:37]([OH:38])[OH:39])[cH:35][n:36]1.[Na+:44].[Na+:45].[O:47]1[CH2:48][CH2:49][O:50][CH2:51][CH2:52]1.[OH2:46].[OH2:53].[cH:54]1[cH:55][cH:56][c:57]([P:58]([Pd:59]([P:60]([c:61]2[cH:62][cH:63][cH:64][cH:65][cH:66]2)([c:67]2[cH:68][cH:69][cH:70][cH:71][cH:72]2)[c:73]2[cH:74][cH:75][cH:76][cH:77][cH:78]2)([P:79]([c:80]2[cH:81][cH:82][cH:83][cH:84][cH:85]2)([c:86]2[cH:87][cH:88][cH:89][cH:90][cH:91]2)[c:92]2[cH:93][cH:94][cH:95][cH:96][cH:97]2)[P:98]([c:99]2[cH:100][cH:101][cH:102][cH:103][cH:104]2)([c:105]2[cH:106][cH:107][cH:108][cH:109][cH:110]2)[c:111]2[cH:112][cH:113][cH:114][cH:115][cH:116]2)([c:117]2[cH:118][cH:119][cH:120][cH:121][cH:122]2)[c:123]2[cH:124][cH:125][cH:126][cH:127][cH:128]2)[cH:129][cH:130]1>>[c:2]1(-[c:34]2[cH:33][cH:32][c:31]([CH:29]=[O:30])[n:36][cH:35]2)[cH:3][c:4]([N:22]([CH3:23])[CH:24]2[CH2:25][CH2:26][CH2:27][CH2:28]2)[c:5]([CH3:21])[c:6]([C:7](=[O:8])[NH:9][CH2:10][c:11]2[c:12](=[O:19])[nH:13][c:14]([CH3:18])[cH:15][c:16]2[CH3:17])[cH:20]1.